From a dataset of the Open Reaction Database (ORD), a public repository of structured organic reaction records. describe an organic reaction: reactants, conditions, products, and yield Reported procedure: Part E: A stirred mixture containing ethyl 5-(4-bromophenyl)-4-(2,4-dichlorophenyl)thiazole-2-carboxylate (1.00 gram, 2.2 mmol) and 1-aminopiperidine (10 mL) is heated overnight at 50° C. The resulting mixture is allowed to attain room temperature, dichloromethane is added and the resulting solution is twice washed with water, dried over MgSO4, filtered and concentrated in vacuo to give an oil. Flash chromatographic purification of this oil (ethyl acetate/petroleum ether=1/3 (v/v)) gives 5-(4-br... Reaction SMILES: [Br:1][C:2]1[CH:7]=[CH:6][C:5]([C:8]2[S:12][C:11]([C:13](OCC)=[O:14])=[N:10][C:9]=2[C:18]2[CH:23]=[CH:22][C:21]([Cl:24])=[CH:20][C:19]=2[Cl:25])=[CH:4][CH:3]=1.[NH2:26][N:27]1[CH2:32][CH2:31][CH2:30][CH2:29][CH2:28]1>ClCCl>[Br:1][C:2]1[CH:3]=[CH:4][C:5]([C:8]2[S:12][C:11]([C:13]([NH:26][N:27]3[CH2:32][CH2:31][CH2:30][CH2:29][CH2:28]3)=[O:14])=[N:10][C:9]=2[C:18]2[CH:23]=[CH:22][C:21]([Cl:24])=[CH:20][C:19]=2[Cl:25])=[CH:6][CH:7]=1. Reaction conditions: temperature 50 celsius. Reactants: BrC1=CC=C(C=C1)C1=C(N=C(S1)C(=O)OCC)C1=C(C=C(C=C1)Cl)Cl (ethyl 5-(4-bromophenyl)-4-(2,4-dichlorophenyl)thiazole-2-carboxylate), NN1CCCCC1 (1-aminopiperidine). The yield is 78.0%. Solvent: ClCCl (dichloromethane). The product is BrC1=CC=C(C=C1)C1=C(N=C(S1)C(=O)NN1CCCCC1)C1=C(C=C(C=C1)Cl)Cl (5-(4-bromophenyl)-4-(2,4-dichlorophenyl)-N-(1-piperidinyl)thiazole-2-carboxamide). The reactants are ClCCl, COCCn1ccc(N)n1, CS(=O)(=O)c1ccc(C(CC2CCC(=O)C2)C(=O)Cl)cc1Cl, Cc1cccc(C)n1. The product is COCCn1ccc(NC(=O)C(CC2CCC(=O)C2)c2ccc(S(C)(=O)=O)c(Cl)c2)n1. RXN SMILES: [CH2:41]([Cl:42])[Cl:43].[CH3:1][O:2][CH2:3][CH2:4][n:5]1[n:6][c:7]([NH2:10])[cH:8][cH:9]1.[Cl:19][c:20]1[cH:21][c:22]([CH:30]([C:31](=[O:32])[Cl:33])[CH2:34][CH:35]2[CH2:36][C:37](=[O:40])[CH2:38][CH2:39]2)[cH:23][cH:24][c:25]1[S:26](=[O:27])(=[O:28])[CH3:29].[n:11]1[c:12]([CH3:13])[cH:14][cH:15][cH:16][c:17]1[CH3:18]>>[CH3:1][O:2][CH2:3][CH2:4][n:5]1[n:6][c:7]([NH:10][C:31]([CH:30]([c:22]2[cH:21][c:20]([Cl:19])[c:25]([S:26](=[O:27])(=[O:28])[CH3:29])[cH:24][cH:23]2)[CH2:34][CH:35]2[CH2:36][C:37](=[O:40])[CH2:38][CH2:39]2)=[O:32])[cH:8][cH:9]1. Starting materials: C(C)(C)(C)N (tert-butylamine), C(C)(=O)NC=1SC(=C(N1)C)S(=O)(=O)Cl (2-(acetylamino)-4-methyl-1,3-thiazole-5-sulfonyl chloride), 2d. Solvent: O (H2O), C(Cl)Cl (DCM). Yields the product C(C)(C)(C)NS(=O)(=O)C1=C(N=C(S1)NC(C)=O)C (N-{5-[(tert-Butylamino)sulfonyl]-4-methyl-1,3-thiazol-2-yl}acetamide). RXN SMILES: [C:1]([NH:4][C:5]1[S:6][C:7]([S:11](Cl)(=[O:13])=[O:12])=[C:8]([CH3:10])[N:9]=1)(=[O:3])[CH3:2].[C:15]([NH2:19])([CH3:18])([CH3:17])[CH3:16]>C(Cl)Cl.O>[C:15]([NH:19][S:11]([C:7]1[S:6][C:5]([NH:4][C:1](=[O:3])[CH3:2])=[N:9][C:8]=1[CH3:10])(=[O:13])=[O:12])([CH3:18])([CH3:17])[CH3:16]. Procedure details: To a suspension of 2-(acetylamino)-4-methyl-1,3-thiazole-5-sulfonyl chloride (1.0 g) in DCM (10 ml) was added tert-butylamine (0.92 ml) and the mixture was stirred at room temperature for 2d. The mixture was diluted with H2O and extracted with DCM (×3). The combined organic extracts were dried (MgSO4), filtered and evaporated to give the subtitle compound as a beige foam. Yield 1.1 g. Starting materials: CCOC(=O)C1(CC2CC2)SCCCS1, CCCCCC, CC#N, ClCCl, O=C1CCC(=O)N1Br, O. Yields the product CCOC(=O)C(=O)CC1CC1. As a reaction SMILES: [CH2:9]([CH3:10])[O:11][C:12](=[O:13])[C:14]1([CH2:20][CH:21]2[CH2:22][CH2:23]2)[S:15][CH2:16][CH2:17][CH2:18][S:19]1.[CH3:24][CH2:25][CH2:26][CH2:27][CH2:28][CH3:29].[CH3:33][C:34]#[N:35].[Cl:30][CH2:31][Cl:32].[O:1]=[C:2]1[N:3]([Br:4])[C:5](=[O:6])[CH2:7][CH2:8]1.[OH2:36]>>[O:1]=[C:14]([C:12]([O:11][CH2:9][CH3:10])=[O:13])[CH2:20][CH:21]1[CH2:22][CH2:23]1. Starting materials: C1CCNC1, CN1C(=O)c2cc(Cl)ccc2N(C(=O)CCCl)c2ccccc21, C1COCCO1. Yields the product CN1C(=O)c2cc(Cl)ccc2N(C(=O)CCN2CCCC2)c2ccccc21. As a reaction SMILES: [CH2:24]1[CH2:25][CH2:26][NH:27][CH2:28]1.[Cl:1][c:2]1[cH:3][c:4]2[c:5]([cH:22][cH:23]1)[N:6]([C:17]([CH2:18][CH2:19][Cl:20])=[O:21])[c:7]1[c:8]([cH:13][cH:14][cH:15][cH:16]1)[N:9]([CH3:12])[C:10]2=[O:11].[O:29]1[CH2:30][CH2:31][O:32][CH2:33][CH2:34]1>>[Cl:1][c:2]1[cH:3][c:4]2[c:5]([cH:22][cH:23]1)[N:6]([C:17]([CH2:18][CH2:19][N:27]1[CH2:26][CH2:25][CH2:24][CH2:28]1)=[O:21])[c:7]1[c:8]([cH:13][cH:14][cH:15][cH:16]1)[N:9]([CH3:12])[C:10]2=[O:11]. Starting materials: CC(=O)OCCCCCCOCCCCc1cccc(N)c1, CO, ClCCl, CCOC(=O)CN=C=O. The product is CCOC(=O)CNC(=O)Nc1cccc(CCCCOCCCCCCOC(C)=O)c1. As a reaction SMILES: [C:1]([CH3:2])(=[O:3])[O:4][CH2:5][CH2:6][CH2:7][CH2:8][CH2:9][CH2:10][O:11][CH2:12][CH2:13][CH2:14][CH2:15][c:16]1[cH:17][c:18]([NH2:22])[cH:19][cH:20][cH:21]1.[CH3:32][OH:33].[Cl:34][CH2:35][Cl:36].[N:23](=[C:24]=[O:25])[CH2:26][C:27](=[O:28])[O:29][CH2:30][CH3:31]>>[C:1]([CH3:2])(=[O:3])[O:4][CH2:5][CH2:6][CH2:7][CH2:8][CH2:9][CH2:10][O:11][CH2:12][CH2:13][CH2:14][CH2:15][c:16]1[cH:17][c:18]([NH:22][C:24]([NH:23][CH2:26][C:27](=[O:28])[O:29][CH2:30][CH3:31])=[O:25])[cH:19][cH:20][cH:21]1. Starting materials: CCC(CC)CC1(C(=O)Nc2cc3ccccc3cc2SC(=O)C2(CC(CC)CC)CCCCC2)CCCCC1, CO, [K+], C1CCOC1, [OH-], O. Yields the product CCC(CC)CC1(C(=O)Nc2cc3ccccc3cc2S)CCCCC1. As a reaction SMILES: [CH2:1]([CH3:2])[CH:3]([CH2:4][C:5]1([C:11](=[O:12])[NH:13][c:14]2[c:15]([S:24][C:25]([C:26]3([CH2:27][CH:28]([CH2:29][CH3:30])[CH2:31][CH3:32])[CH2:33][CH2:34][CH2:35][CH2:36][CH2:37]3)=[O:38])[cH:16][c:17]3[cH:18][cH:19][cH:20][cH:21][c:22]3[cH:23]2)[CH2:6][CH2:7][CH2:8][CH2:9][CH2:10]1)[CH2:39][CH3:40].[CH3:44][OH:45].[K+:42].[O:46]1[CH2:47][CH2:48][CH2:49][CH2:50]1.[OH-:41].[OH2:43]>>[CH2:1]([CH3:2])[CH:3]([CH2:4][C:5]1([C:11](=[O:12])[NH:13][c:14]2[c:15]([SH:24])[cH:16][c:17]3[cH:18][cH:19][cH:20][cH:21][c:22]3[cH:23]2)[CH2:6][CH2:7][CH2:8][CH2:9][CH2:10]1)[CH2:39][CH3:40]. The reactants are C#CCBr, CC(C)=O, [Na+], [Na+], O=C([O-])[O-], Cc1ccccc1C(=O)Nc1cccc(O)c1. The product is C#CCOc1cccc(NC(=O)c2ccccc2C)c1. RXN SMILES: [CH2:18]([C:19]#[CH:20])[Br:21].[CH3:28][C:29](=[O:30])[CH3:31].[Na+:22].[Na+:23].[O-:24][C:25](=[O:26])[O-:27].[OH:1][c:2]1[cH:3][c:4]([NH:5][C:6]([c:7]2[c:8]([CH3:13])[cH:9][cH:10][cH:11][cH:12]2)=[O:14])[cH:15][cH:16][cH:17]1>>[O:1]([c:2]1[cH:3][c:4]([NH:5][C:6]([c:7]2[c:8]([CH3:13])[cH:9][cH:10][cH:11][cH:12]2)=[O:14])[cH:15][cH:16][cH:17]1)[CH2:20][C:19]#[CH:18].